This data is from the Open Reaction Database (ORD), a public repository of structured organic reaction records. The task is: describe an organic reaction: reactants, conditions, products, and yield Product: COc1ccc2nc(N=C=S)nn2c1. Starting materials: O=c1ccccn1C(=S)n1ccccc1=O, COc1ccc2nc(N)nn2c1, ClCCl. As a reaction SMILES: [C:13](=[S:14])([n:15]1[cH:16][cH:17][cH:18][cH:19][c:20]1=[O:21])[n:22]1[cH:23][cH:24][cH:25][cH:26][c:27]1=[O:28].[CH3:1][O:2][c:3]1[cH:4][cH:5][c:6]2[n:7]([cH:8]1)[n:9][c:10]([NH2:12])[n:11]2.[Cl:29][CH2:30][Cl:31]>>[CH3:1][O:2][c:3]1[cH:4][cH:5][c:6]2[n:7]([cH:8]1)[n:9][c:10]([N:12]=[C:13]=[S:14])[n:11]2. Starting materials: CS(=O)(=O)Nc1cc(C(=O)CBr)ccc1OCc1ccccc1, CCC1(N)Cc2ccccc2C1, CC#N. Yields the product CCC1(NCC(=O)c2ccc(OCc3ccccc3)c(NS(C)(=O)=O)c2)Cc2ccccc2C1. Reaction SMILES: [CH2:13]([c:14]1[cH:15][cH:16][cH:17][cH:18][cH:19]1)[O:20][c:21]1[c:22]([NH:31][S:32](=[O:33])(=[O:34])[CH3:35])[cH:23][c:24]([C:27]([CH2:28][Br:29])=[O:30])[cH:25][cH:26]1.[CH2:1]([CH3:2])[C:3]1([NH2:12])[CH2:4][c:5]2[cH:6][cH:7][cH:8][cH:9][c:10]2[CH2:11]1.[CH3:36][C:37]#[N:38]>>[CH2:1]([CH3:2])[C:3]1([NH:12][CH2:28][C:27]([c:24]2[cH:23][c:22]([NH:31][S:32](=[O:33])(=[O:34])[CH3:35])[c:21]([O:20][CH2:13][c:14]3[cH:15][cH:16][cH:17][cH:18][cH:19]3)[cH:26][cH:25]2)=[O:30])[CH2:4][c:5]2[cH:6][cH:7][cH:8][cH:9][c:10]2[CH2:11]1. Reactants: ClC1=C(C=C(C=C1)OC1=CC=C(C=C1)CCC=1NC=C(C(N1)=O)CC=1C=NC=NC1)C(F)(F)F (2-[2-(4-{[4-chloro-3-(trifluoromethyl)phenyl]oxy}phenyl)ethyl]-5-(5-pyrimidinylmethyl)-4(1H)-pyrimidinone), CCN(C(C)C)C(C)C (DIPEA), CI (MeI). Run in ClC(C)Cl (dichloroethane). Run at time 30 minute. Yields the product ClC1=C(C=C(C=C1)OC1=CC=C(C=C1)CCC=1N(C=C(C(N1)=O)CC=1C=NC=NC1)C)C(F)(F)F (2-[2-(4-{[4-Chloro-3-(trifluoromethyl)phenyl]oxy}phenyl)ethyl]-1-methyl-5-(5-pyrimidinylmethyl)-4(1H)-pyrimidinone). Yield: 7.8%. As a reaction SMILES: [Cl:1][C:2]1[CH:7]=[CH:6][C:5]([O:8][C:9]2[CH:14]=[CH:13][C:12]([CH2:15][CH2:16][C:17]3[NH:18][CH:19]=[C:20]([CH2:24][C:25]4[CH:26]=[N:27][CH:28]=[N:29][CH:30]=4)[C:21](=[O:23])[N:22]=3)=[CH:11][CH:10]=2)=[CH:4][C:3]=1[C:31]([F:34])([F:33])[F:32].[CH3:35]CN(C(C)C)C(C)C.CI>ClC(Cl)C>[Cl:1][C:2]1[CH:7]=[CH:6][C:5]([O:8][C:9]2[CH:14]=[CH:13][C:12]([CH2:15][CH2:16][C:17]3[N:18]([CH3:35])[CH:19]=[C:20]([CH2:24][C:25]4[CH:30]=[N:29][CH:28]=[N:27][CH:26]=4)[C:21](=[O:23])[N:22]=3)=[CH:11][CH:10]=2)=[CH:4][C:3]=1[C:31]([F:34])([F:32])[F:33]. Reported procedure: To the solution of 2-[2-(4-{[4-chloro-3-(trifluoromethyl)phenyl]oxy}phenyl)ethyl]-5-(5-pyrimidinylmethyl)-4(1H)-pyrimidinone (200 mg, 0.411 mmol) in dichloroethane (5 ml) was added DIPEA (0.143 ml, 0.822 mmol). It was stirred at rt for 30 min, mixed with MeI (0.031 ml, 0.493 mmol) dropwise, then stirred at r.t. overnight. Purification via MDAP then afforded the title compound (16 mg, 7.8%). LCMS: rt=3.04 min, [M+H+]=501 Starting materials: N#CCOc1ccc2c(c1)S(=O)(=O)N=C(c1c(O)c3ccccc3n(NCC3CC3)c1=O)N2, C1CCOC1, O. The product is NCCOc1ccc2c(c1)S(=O)(=O)N=C(c1c(O)c3ccccc3n(NCC3CC3)c1=O)N2. As a reaction SMILES: [CH:1]1([CH2:4][NH:5][n:6]2[c:7](=[O:33])[c:8]([C:17]3=[N:18][S:19](=[O:31])(=[O:32])[c:20]4[c:21]([cH:23][cH:24][c:25]([O:27][CH2:28][C:29]#[N:30])[cH:26]4)[NH:22]3)[c:9]([OH:16])[c:10]3[cH:11][cH:12][cH:13][cH:14][c:15]23)[CH2:2][CH2:3]1.[O:34]1[CH2:35][CH2:36][CH2:37][CH2:38]1.[OH2:39]>>[CH:1]1([CH2:4][NH:5][n:6]2[c:7](=[O:33])[c:8]([C:17]3=[N:18][S:19](=[O:31])(=[O:32])[c:20]4[c:21]([cH:23][cH:24][c:25]([O:27][CH2:28][CH2:29][NH2:30])[cH:26]4)[NH:22]3)[c:9]([OH:16])[c:10]3[cH:11][cH:12][cH:13][cH:14][c:15]23)[CH2:2][CH2:3]1. The reactants are C(C)N1N=C(C=C1)C(=O)O (1-ethyl-1H-pyrazole-3-carboxylic acid), [N+](=[N-])=C[Si](C)(C)C ((diazomethyl)trimethylsilane), [H-].[Al+3].[Li+].[H-].[H-].[H-] (Lithium aluminum hydride), C1CCOC1 (THF). Solvent: C1=CC=CC=C1.CO (benzene MeOH), hexanes. Run at time 1 hour. Product: C(C)N1N=C(C=C1)CO ((1-ethyl-1H-pyrazol-3-yl)methanol). The yield is 97.9%. Reaction SMILES: [CH2:1]([N:3]1[CH:7]=[CH:6][C:5]([C:8](O)=[O:9])=[N:4]1)[CH3:2].[N+](=C[Si](C)(C)C)=[N-].C1COCC1.[H-].[Al+3].[Li+].[H-].[H-].[H-]>C1C=CC=CC=1.CO>[CH2:1]([N:3]1[CH:7]=[CH:6][C:5]([CH2:8][OH:9])=[N:4]1)[CH3:2] |f:3.4.5.6.7.8,9.10|. Procedure details: To 1-ethyl-1H-pyrazole-3-carboxylic acid (5.01 g, 35.7 mmol) in benzene/MeOH (45 mL/10 mL) at 0° C. was added dropwise (diazomethyl)trimethylsilane (19.7 mL, 39.3 mmol) in hexanes (2M). The cold bath was removed and the reaction mixture was stirred at ambient temperature for one hour. The reaction was quenched with the addition of acetic acid (0.25 mL). The mixture was concentrated under reduced pressure to give crude product, to which was added THF (50 mL) and the solution was cooled to 0° C. L... Starting materials: ClC1=CC=C2C=CNC2=C1 (6-chloro-1H-indole), C(C)(=O)C1=CN(C2=CC=C(C=C12)OC(F)(F)F)CC(=O)O ((3-acetyl-5-trifluoromethoxy-indol-1-yl)-acetic acid). The product is C(C)(=O)C1=CN(C2=CC(=CC=C12)Cl)CC(=O)O ((3-Acetyl-6-chloro-indol-1-yl)-acetic acid). RXN SMILES: [Cl:1]C1C=C2C(C=CN2)=CC=1.[C:11]([C:14]1[C:22]2[C:17](=[CH:18][CH:19]=[C:20](OC(F)(F)F)[CH:21]=2)[N:16]([CH2:28][C:29]([OH:31])=[O:30])[CH:15]=1)(=[O:13])[CH3:12]>>[C:11]([C:14]1[C:22]2[C:17](=[CH:18][C:19]([Cl:1])=[CH:20][CH:21]=2)[N:16]([CH2:28][C:29]([OH:31])=[O:30])[CH:15]=1)(=[O:13])[CH3:12]. Procedure: was prepared from 6-chloro-1H-indole in a similar manner as described in Scheme A13 for the preparation of (3-acetyl-5-trifluoromethoxy-indol-1-yl)-acetic acid. Brown solid. MS: 252 [M+H]+, 274 [M+Na]+; tR (HPLC conditions k): 2.89 min. The reactants are solid, FC1=C(C=CC=C1)N1N=CC=C1C1=CC=C(C=C1)[N+](=O)[O-] (1-(2-fluoro-phenyl)-5-(4-nitro-phenyl)-1H-pyrazole), FC1=C(C=CC=C1)N1N=CC=C1C1=CC=C(C=C1)[N+](=O)[O-] (1-(2-fluoro-phenyl)-5-(4-nitro-phenyl)-1H-pyrazole), FC(C1=CC=C(C=C1)CC#N)(F)F (2-(4-trifluoromethyl-phenyl)-acetonitrile). The product is FC1=C(C=CC=C1)N1N=CC=C1C1=CC=2C(=NOC2C2=CC=C(C=C2)C(F)(F)F)C=C1 (5-[2-(2-Fluoro-phenyl)-2H-pyrazol-3-yl]-3-(4-trifluoromethyl-phenyl)-benzo[c]isoxazole). As a reaction SMILES: [F:1][C:2]1[CH:7]=[CH:6][CH:5]=[CH:4][C:3]=1[N:8]1[C:12]([C:13]2[CH:18]=[CH:17][C:16]([N+:19]([O-])=[O:20])=[CH:15][CH:14]=2)=[CH:11][CH:10]=[N:9]1.[F:22][C:23]([F:34])([F:33])[C:24]1[CH:29]=[CH:28][C:27]([CH2:30]C#N)=[CH:26][CH:25]=1>>[F:1][C:2]1[CH:7]=[CH:6][CH:5]=[CH:4][C:3]=1[N:8]1[C:12]([C:13]2[CH:18]=[CH:17][C:16]3=[N:19][O:20][C:30]([C:27]4[CH:26]=[CH:25][C:24]([C:23]([F:22])([F:33])[F:34])=[CH:29][CH:28]=4)=[C:15]3[CH:14]=2)=[CH:11][CH:10]=[N:9]1. Procedure: The title compound, light brown solid (88 mg, 59%), MS (ISP) m/z=424.2 [(M+H)+], mp 156° C., was prepared in accordance with the general method of example 1 from 1-(2-fluoro-phenyl)-5-(4-nitro-phenyl)-1H-pyrazole (intermediate B) (100 mg, 353 μmol) and commercially available 2-(4-trifluoromethyl-phenyl)-acetonitrile.